From a dataset of the Open Reaction Database (ORD), a public repository of structured organic reaction records. describe an organic reaction: reactants, conditions, products, and yield Reactants: FC(COCCCCCCN1C(C2=CC=CC=C2C1=O)=O)(C1=CC(=CC=C1)C)F (2-{6-[2,2-Difluoro-2-(3-methylphenyl)ethoxy]hexyl}-1H-isoindole-1,3(2H)-dione), FC(COCCCCCCN)(C1=CC=CC=C1)F ([6-(2,2-Difluoro-2-phenylethoxy)hexyl]amine). Yields the product FC(COCCCCCCN)(C1=CC(=CC=C1)C)F ({6-[2,2-Difluoro-2-(3-methylphenyl)ethoxy]hexyl}amine). Reaction SMILES: [F:1][C:2]([F:29])([C:22]1[CH:27]=[CH:26][CH:25]=[C:24]([CH3:28])[CH:23]=1)[CH2:3][O:4][CH2:5][CH2:6][CH2:7][CH2:8][CH2:9][CH2:10][N:11]1C(=O)C2C(=CC=CC=2)C1=O.FC(F)(C1C=CC=CC=1)COCCCCCCN>>[F:1][C:2]([F:29])([C:22]1[CH:27]=[CH:26][CH:25]=[C:24]([CH3:28])[CH:23]=1)[CH2:3][O:4][CH2:5][CH2:6][CH2:7][CH2:8][CH2:9][CH2:10][NH2:11]. Procedure details: Obtained from Intermediate 31 (4.0 g, 14.4 mmol) by the procedure described in Intermediate 9. {6-[2,2-Difluoro-2-(3-methylphenyl)ethoxy]hexyl}amine was obtained (1.93 g, 50%) as oil. Reactants: FC1=C(C#N)C=CC=C1 (2-fluorobenzonitrile), N1CCC(C(=O)OCC)CC1 (ethyl isonipecotate). Product: C(C)OC(=O)C1CCN(CC1)C1=C(C#N)C=CC=C1 (2-(4-Ethoxycarbonylpiperidino)benzonitrile). Reaction SMILES: F[C:2]1[CH:9]=[CH:8][CH:7]=[CH:6][C:3]=1[C:4]#[N:5].[NH:10]1[CH2:20][CH2:19][CH:13]([C:14]([O:16][CH2:17][CH3:18])=[O:15])[CH2:12][CH2:11]1>>[CH2:17]([O:16][C:14]([CH:13]1[CH2:19][CH2:20][N:10]([C:2]2[CH:9]=[CH:8][CH:7]=[CH:6][C:3]=2[C:4]#[N:5])[CH2:11][CH2:12]1)=[O:15])[CH3:18]. Procedure: According to a similar manner to that in Reference Example 12, the title compound was synthesized from 2-fluorobenzonitrile and ethyl isonipecotate. Starting materials: C(=O)(OC(C)(C)C)N1CCN(CC1)C=1C=C(C=CC1)C1CC(=NN1C1=C(C=CC=C1)Cl)C(C(F)(F)F)(F)F (5-[3-(4-BOC-piperazin-1-yl)-phenyl]-1-(2-chloro-phenyl)-3-pentafluoroethyl-4,5-dihydro-1H-pyrazole), Cl (hydrochloric acid). Solvent: C(C)(=O)OCC (ethyl acetate). Reaction conditions: time 3 hour. Yields the product Cl.ClC1=C(C=CC=C1)N1N=C(CC1C1=CC(=CC=C1)N1CCNCC1)C(C(F)(F)F)(F)F (1-(2-chloro-phenyl)-5-[3-(piperazin-1-yl)-phenyl]-3-pentafluoroethyl-4,5-dihydro-1H-pyrazole hydrochloride). Yield: 223.9%. As a reaction SMILES: C([N:8]1[CH2:13][CH2:12][N:11]([C:14]2[CH:15]=[C:16]([CH:20]3[N:24]([C:25]4[CH:30]=[CH:29][CH:28]=[CH:27][C:26]=4[Cl:31])[N:23]=[C:22]([C:32]([F:38])([F:37])[C:33]([F:36])([F:35])[F:34])[CH2:21]3)[CH:17]=[CH:18][CH:19]=2)[CH2:10][CH2:9]1)(OC(C)(C)C)=O.Cl>C(OCC)(=O)C>[ClH:31].[Cl:31][C:26]1[CH:27]=[CH:28][CH:29]=[CH:30][C:25]=1[N:24]1[CH:20]([C:16]2[CH:17]=[CH:18][CH:19]=[C:14]([N:11]3[CH2:12][CH2:13][NH:8][CH2:9][CH2:10]3)[CH:15]=2)[CH2:21][C:22]([C:32]([F:38])([F:37])[C:33]([F:35])([F:36])[F:34])=[N:23]1 |f:3.4|. Reported procedure: 5-[3-(4-BOC-piperazin-1-yl)-phenyl]-1-(2-chloro-phenyl)-3-pentafluoroethyl-4,5-dihydro-1H-pyrazole (600.0 mg, 1.1 mmol) prepared in Example 119 was added to a saturated solution of hydrochloric acid in ethyl acetate (5.0 mL). The reaction mixture was stirred at room temperature for 3 hours and then concentrated under reduced pressure to give 610.0 mg of the titled compound as a brown liquid. RXN SMILES: [C:1]([N:5]([CH2:13][CH2:14][S:15][CH2:16][C:17]#[C:18][C:19]1[S:20][CH:21]=[CH:22][CH:23]=1)[C:6](=[O:12])[C:7]([O:9]CC)=[O:8])([CH3:4])([CH3:3])[CH3:2].[OH-].[K+].Cl>O1CCOCC1.O>[C:1]([N:5]([CH2:13][CH2:14][S:15][CH2:16][C:17]#[C:18][C:19]1[S:20][CH:21]=[CH:22][CH:23]=1)[C:6](=[O:12])[C:7]([OH:9])=[O:8])([CH3:4])([CH3:2])[CH3:3] |f:1.2|. Run at time 4 hour. Yield: 100.3%. The solvent is O (water), O1CCOCC1 (dioxane), O (water). Procedure details: A solution of 520 mg of 9f in 12 ml of dioxane and a solution of 330 mg of KOH in 2 ml of water were mixed and stirred for 4 h at ambient temperature. The reaction mixture was diluted with 20 ml of water and acidified with cold 0.5 HCl to pH3. The product was extracted into ethyl acetate. The extract was washed once with water, dried and concentrated to provide 480 mg of acid 9g as a colorless oil, which was used without further purification in the next step. Product: C(C)(C)(C)N(C(C(=O)O)=O)CCSCC#CC=1SC=CC1 (2-(tert-butyl(2-(3-(thiophen-2-yl)prop-2-ynylthio)ethyl)amino)-2-oxoacetic acid). The reactants are Cl (HCl), C(C)(C)(C)N(C(C(=O)OCC)=O)CCSCC#CC=1SC=CC1 (ethyl 2-(tert-butyl(2-(3-(thiophen-2-yl)prop-2-ynylthio)ethyl)amino)-2-oxoacetate), [OH-].[K+] (KOH). Starting materials: C(C)(C)(C)C1=CC(=NO1)NC(C(C)(S(=O)(=O)C1CCOCC1)C)=O (N-(5-tert-butyl-isoxazol-3-yl)-2-methyl-2-(tetrahydro-pyran-4-sulfonyl)-propionamide), C(C)(C)[N-]C(C)C.[Li+] (lithium diisopropylamide), CI (methyl iodide). Solvent: C1CCOC1 (THF). Reaction conditions: temperature -78 celsius, time 0.5 hour. The product is C(C)(C)(C)C1=CC(=NO1)NC(C(C)(S(=O)(=O)C1(CCOCC1)C)C)=O (N-(5-tert-butyl-isoxazol-3-yl)-2-methyl-2-(4-methyl-tetrahydro-pyran-4-sulfonyl)-propionamide). Yield: 14.9%. As a reaction SMILES: [C:1]([C:5]1[O:9][N:8]=[C:7]([NH:10][C:11](=[O:24])[C:12]([CH3:23])([S:14]([CH:17]2[CH2:22][CH2:21][O:20][CH2:19][CH2:18]2)(=[O:16])=[O:15])[CH3:13])[CH:6]=1)([CH3:4])([CH3:3])[CH3:2].[CH:25]([N-]C(C)C)(C)C.[Li+].CI>C1COCC1>[C:1]([C:5]1[O:9][N:8]=[C:7]([NH:10][C:11](=[O:24])[C:12]([CH3:13])([S:14]([C:17]2([CH3:25])[CH2:18][CH2:19][O:20][CH2:21][CH2:22]2)(=[O:15])=[O:16])[CH3:23])[CH:6]=1)([CH3:2])([CH3:3])[CH3:4] |f:1.2|. Reported procedure: To a solution of 202 mg (0.56 mmol) of N-(5-tert-butyl-isoxazol-3-yl)-2-methyl-2-(tetrahydro-pyran-4-sulfonyl)-propionamide (prepared according to Method E) in anhydrous THF (10 mL) at −78° C. under nitrogen atmosphere were added 0.8 mL (1.4 mmol) of lithium diisopropylamide (1.8 M solution in THF/heptane/ethylbenzene) and the reaction was stirred at −78° C. for 0.5 h. Then 0.1 mL (1.6 mmol) of methyl iodide were added in one portion and stirring was continued for further 0.5 h at −78° C., befor... Reactants: CC(CO)C1CCC2C(O[Si](C)(C)C(C)(C)C)CCCC12C, CC(C)(C)C(=O)Cl, CN(C)c1ccncc1, Cl, c1ccncc1. Yields the product CC(COC(=O)C(C)(C)C)C1CCC2C(O[Si](C)(C)C(C)(C)C)CCCC12C. RXN SMILES: [C:1]([CH3:2])([CH3:3])([CH3:4])[Si:5]([O:6][CH:7]1[CH:8]2[CH2:9][CH2:10][CH:11]([CH:17]([CH2:18][OH:19])[CH3:20])[C:12]2([CH3:16])[CH2:13][CH2:14][CH2:15]1)([CH3:21])[CH3:22].[C:23]([C:24]([CH3:25])([CH3:26])[CH3:27])(=[O:28])[Cl:29].[CH3:37][N:38]([c:39]1[cH:40][cH:41][n:42][cH:43][cH:44]1)[CH3:45].[ClH:30].[cH:31]1[cH:32][cH:33][n:34][cH:35][cH:36]1>>[C:1]([CH3:2])([CH3:3])([CH3:4])[Si:5]([O:6][CH:7]1[CH:8]2[CH2:9][CH2:10][CH:11]([CH:17]([CH2:18][O:19][C:23]([C:24]([CH3:25])([CH3:26])[CH3:27])=[O:28])[CH3:20])[C:12]2([CH3:16])[CH2:13][CH2:14][CH2:15]1)([CH3:21])[CH3:22]. Starting materials: Brc1cccc(Br)n1, NNc1cccc(Br)n1, FC(F)(F)c1cccc(Cl)n1, Clc1nc(Cl)c(Cl)c(Cl)c1Cl, NNc1cccc(F)n1, Fc1cccc(F)n1, Fc1cncc(C(F)(F)F)c1, NNc1cccc(C(F)(F)F)n1, NNc1cncc(C(F)(F)F)c1, NNc1c(Cl)c(Cl)nc(Cl)c1Cl. Product: NNc1cccc(Cl)n1. RXN SMILES: [Br:10][c:11]1[cH:12][cH:13][cH:14][c:15]([Br:16])[n:17]1.[Br:1][c:2]1[n:3][c:4]([NH:8][NH2:9])[cH:5][cH:6][cH:7]1.[Cl:47][c:48]1[cH:49][cH:50][cH:51][c:52]([C:53]([F:54])([F:55])[F:56])[n:57]1.[Cl:93][c:94]1[n:95][c:96]([Cl:97])[c:98]([Cl:99])[c:100]([Cl:101])[c:102]1[Cl:103].[F:18][c:19]1[cH:20][cH:21][cH:22][c:23]([NH:24][NH2:25])[n:26]1.[F:27][c:28]1[cH:29][cH:30][cH:31][c:32]([F:33])[n:34]1.[F:70][c:71]1[cH:72][n:73][cH:74][c:75]([C:76]([F:77])([F:78])[F:79])[cH:80]1.[NH:35]([c:36]1[cH:37][cH:38][cH:39][c:40]([C:41]([F:42])([F:43])[F:44])[n:45]1)[NH2:46].[NH:58]([c:59]1[cH:60][n:61][cH:62][c:63]([C:64]([F:65])([F:66])[F:67])[cH:68]1)[NH2:69].[NH:81]([c:82]1[c:83]([Cl:84])[c:85]([Cl:86])[n:87][c:88]([Cl:89])[c:90]1[Cl:91])[NH2:92]>>[c:2]1([Cl:47])[n:3][c:4]([NH:8][NH2:9])[cH:5][cH:6][cH:7]1. Starting materials: C(C)OC(CN(CC1=CC=CC=C1)CC1=CC=CC=C1)=O (dibenzylamino-acetic acid ethyl ester), C(C)(C)[N-]C(C)C.[Li+] (lithium diisopropylamide), [Cl-].[NH4+] (ammonium chloride), C1(CC1)C=O (cyclopropanecarboxaldehyde). Run in O1CCCC1 (tetrahydrofuran). Run at time 8 hour. The product is C(C)OC(C(C(O)C1CC1)N(CC1=CC=CC=C1)CC1=CC=CC=C1)=O (3-cyclopropyl-2-dibenzylamino-3-hydroxy-propionic acid ethyl ester). RXN SMILES: [CH2:1]([O:3][C:4](=[O:21])[CH2:5][N:6]([CH2:14][C:15]1[CH:20]=[CH:19][CH:18]=[CH:17][CH:16]=1)[CH2:7][C:8]1[CH:13]=[CH:12][CH:11]=[CH:10][CH:9]=1)[CH3:2].C([N-]C(C)C)(C)C.[Li+].[CH:30]1([CH:33]=[O:34])[CH2:32][CH2:31]1.[Cl-].[NH4+]>O1CCCC1>[CH2:1]([O:3][C:4](=[O:21])[CH:5]([N:6]([CH2:7][C:8]1[CH:9]=[CH:10][CH:11]=[CH:12][CH:13]=1)[CH2:14][C:15]1[CH:20]=[CH:19][CH:18]=[CH:17][CH:16]=1)[CH:33]([CH:30]1[CH2:32][CH2:31]1)[OH:34])[CH3:2] |f:1.2,4.5|. Reported procedure: A solution of 44.2 g (156 mmol) dibenzylamino-acetic acid ethyl ester in 300 ml tetrahydrofuran was stirred at −70° C. with 92.0 ml (184 mmol) lithium diisopropylamide (2M in heptane) for 60 minutes. 14.0 ml (184 mmol) cyclopropanecarboxaldehyde were added and stirring was continued overnight. The mixture was allowed to warm to room temperature an poured on saturated aqueous ammonium chloride. Extraction with diethyether and chromatography on silicagel with diethyether/heptane 1/2 yielded as fir... Starting materials: FC1=C(C=C(C=C1)C1=CN=C2N1N=CC(=N2)C(C)(C)O)C2=NC=NC=C2C(=O)N (4-{2-fluoro-5-[3-(1-hydroxy-1-methylethyl)-imidazo[1,2-b][1,2,4]triazin-7-yl]phenyl}pyrimidine-5-carboxylic acid amide), C(CCC)[Sn](CCCC)=O (Dibutyltin oxide). Run in C1(=CC=CC=C1)C (toluene). The product is FC1=C(C=C(C=C1)C1=CN=C2N1N=CC(=N2)C(C)(C)O)C2=NC=NC=C2C#N (4-{2-Fluoro-5-[3-(1-hydroxy-1-methylethyl)imidazo[1,2-b][1,2,4]triazin-7-yl]phenyl}pyrimidine-5-carbonitrile). Reaction SMILES: [F:1][C:2]1[CH:7]=[CH:6][C:5]([C:8]2[N:12]3[N:13]=[CH:14][C:15]([C:17]([OH:20])([CH3:19])[CH3:18])=[N:16][C:11]3=[N:10][CH:9]=2)=[CH:4][C:3]=1[C:21]1[C:26]([C:27]([NH2:29])=O)=[CH:25][N:24]=[CH:23][N:22]=1.C([Sn](=O)CCCC)CCC>C1(C)C=CC=CC=1>[F:1][C:2]1[CH:7]=[CH:6][C:5]([C:8]2[N:12]3[N:13]=[CH:14][C:15]([C:17]([OH:20])([CH3:19])[CH3:18])=[N:16][C:11]3=[N:10][CH:9]=2)=[CH:4][C:3]=1[C:21]1[C:26]([C:27]#[N:29])=[CH:25][N:24]=[CH:23][N:22]=1. Procedure: A suspension of 4-{2-fluoro-5-[3-(1-hydroxy-1-methylethyl)-imidazo[1,2-b][1,2,4]triazin-7-yl]phenyl}pyrimidine-5-carboxylic acid amide (50 mg, 0.13 mmol) was formed in dry toluene (50 ml). Dibutyltin oxide (6 mg, 0.03 mmol) was added and the mixture heated at reflux for 18 h. The solvent was removed under reduced pressure then purification by chromatography (silica gel, 3% MeOH/CH2Cl2) gave the title compound as a yellow solid: 1H NMR (400 MHz, CDCl3) δ 1.72 (6H, s), 3.23 (1H, s), 7.45 (1H, dd, ...